Dataset: the Open Reaction Database (ORD), a public repository of structured organic reaction records. Task: describe an organic reaction: reactants, conditions, products, and yield Starting materials: [H-].[Na+] (sodium hydride), [Cl-].[Na+] (sodium chloride), C(C)N1C(CC=2C=C3C(=CC12)CCO3)=O (5-ethyl-6-oxo-2,3,6,7-tetrahydro-furo[2,3-f]indole), ClC1=CC=C(C=C1)N=C=O (4-chlorophenylisocyanate). Run in CN(C=O)C (dimethylformamide). Conditions: temperature 25 celsius, time 16 hour. Product: ClC1=CC=C(C=C1)NC(=O)C1C(N(C=2C=C3C(=CC12)OCC3)CC)=O (N-(4-Chlorophenyl)-5-ethyl-6-oxo-2,3,6,7-tetrahydro-furo[2,3-f]indole-7-carboxamide). Isolated yield 6.0%. Reaction SMILES: [H-].[Na+].[CH2:3]([N:5]1[C:13]2[CH:12]=[C:11]3[CH2:14][CH2:15][O:16][C:10]3=[CH:9][C:8]=2[CH2:7][C:6]1=[O:17])[CH3:4].[Cl:18][C:19]1[CH:24]=[CH:23][C:22]([N:25]=[C:26]=[O:27])=[CH:21][CH:20]=1.[Cl-].[Na+]>CN(C)C=O>[Cl:18][C:19]1[CH:24]=[CH:23][C:22]([NH:25][C:26]([CH:7]2[C:8]3[CH:9]=[C:10]4[O:16][CH2:15][CH2:14][C:11]4=[CH:12][C:13]=3[N:5]([CH2:3][CH3:4])[C:6]2=[O:17])=[O:27])=[CH:21][CH:20]=1 |f:0.1,4.5|. Reported procedure: To a slurry of 18 mg. (0.803 mmole) of sodium hydride in 740 ul. of dimethylformamide cooled to -10° C. was added 150 mg. (0.739 mmole) of 5-ethyl-6-oxo-2,3,6,7-tetrahydro-furo[2,3-f]indole. After the evolution of gas ceased, 125 mg. (0.813 mmole) of 4-chlorophenylisocyanate was added and the reaction mixture allowed to warm to 25° C. and stir for 16 hours. The reaction mixture was poured into a saturated solution of sodium chloride--1N hydrochloric acid and extracted with ethyl acetate. The ext... The reactants are CC1C(C(CC(O1)OC2CC(C(=O)C3=C(C4=C5C(=C(C=C4C(=C23)OC)C)C6C7C(O5)(C8(CO8)C(O6)(O7)C(OC)OC)OC9CC(C(C(O9)C)(C(=O)C)O)O)O)O)(C)O)OC(=O)C (DC-45-A), C[C@H]1[C@H]([C@](C[C@@H](O1)OC2CC(C(=O)C3=C(C4=C5C(=C(C=C4C(=C23)OC)C)C6C7C(O5)(C(C(O6)(O7)C(OC)OC)(CO)O)O[C@H]8C[C@H]([C@]([C@@H](O8)C)(C(=O)C)O)O)O)O)(C)O)OC(=O)C (DC-45-B1). Product: CC1C(C(CC(O1)OC23C4C(C5=C(C=C6C(=C5O2)C(=C7C(=O)C(CC(C7=C6OC)OC8CC(C(OC8)(C)OC(=O)C)(C)O)O)O)C)OC(C39CO9)(O4)C(OC)OC)O)(C(C)O)O (DC-45-B2). The yield is 61.1%. As a reaction SMILES: CC1O[CH:6]([O:8][CH:9]2[C:23]3[C:14](=[C:15]([OH:55])[C:16]4[C:21]([C:22]=3[O:24][CH3:25])=[CH:20][C:19]([CH3:26])=[C:18]3[CH:27]5[O:35][C:34]6([CH:37]([O:40][CH3:41])[O:38][CH3:39])[O:36][CH:28]5[C:29]([O:42][CH:43]5[O:48][CH:47]([CH3:49])[C:46]([OH:53])([C:50]([CH3:52])=[O:51])[CH:45]([OH:54])[CH2:44]5)([C:31]56[O:33][CH2:32]5)[O:30][C:17]=43)[C:12](=[O:13])[CH:11]([OH:56])[CH2:10]2)[CH2:5][C:4]([OH:58])([CH3:57])C1OC(C)=O.C[C@@H]1O[C@@H](OC2C3C(=C(O)C4C(C=3OC)=CC(C)=C3C5OC6(C(OC)OC)O[CH:90]5[C:91]([O:105][C@@H:106]5[O:111][C@@H:110](C)[C@](O)(C(C)=O)[C@H](O)[CH2:107]5)(C6(O)CO)[O:92]C=43)C(=O)C(O)C2)C[C@](O)(C)[C@@H]1OC(C)=O>>[CH3:49][CH:47]1[O:48][CH:43]([O:42][C:29]23[C:31]4([O:33][CH2:32]4)[C:34]4([CH:37]([O:38][CH3:39])[O:40][CH3:41])[O:36][CH:28]2[CH:27]([O:35]4)[C:18]2[C:17]([O:30]3)=[C:16]3[C:15]([OH:55])=[C:14]4[C:23](=[C:22]([O:24][CH3:25])[C:21]3=[CH:20][C:19]=2[CH3:26])[CH:9]([O:8][CH:6]2[CH2:110][O:111][C:106]([O:105][C:91]([CH3:90])=[O:92])([CH3:107])[C:4]([OH:58])([CH3:57])[CH2:5]2)[CH2:10][CH:11]([OH:56])[C:12]4=[O:13])[CH2:44][CH:45]([OH:54])[C:46]1([OH:53])[CH:50]([OH:51])[CH3:52]. Reported procedure: Analogous treatments to those described in Example 1 were carried out except the use of a fermentation medium having the following composition so that DC-45-A (5 mg), DC-45-B1 (5 mg) and DC-45-B2 (3 mg) were obtained. The reactants are Cc1cccc(Cl)c1S(=O)(=O)Nc1cc(Br)cnc1Cl, O=C([O-])[O-], CNc1nc2ccc(B3OC(C)(C)C(C)(C)O3)cc2s1, COCCOC, [K+], [K+], O. Yields the product CNc1nc2ccc(-c3cnc(Cl)c(NS(=O)(=O)c4c(C)cccc4Cl)c3)cc2s1. Reaction SMILES: [Br:1][c:2]1[cH:3][c:4]([NH:9][S:10](=[O:11])(=[O:12])[c:13]2[c:14]([Cl:20])[cH:15][cH:16][cH:17][c:18]2[CH3:19])[c:5]([Cl:8])[n:6][cH:7]1.[C:41](=[O:42])([O-:43])[O-:44].[CH3:21][NH:22][c:23]1[s:24][c:25]2[c:26]([n:27]1)[cH:28][cH:29][c:30]([B:32]1[O:33][C:34]([CH3:35])([CH3:36])[C:37]([CH3:38])([CH3:39])[O:40]1)[cH:31]2.[CH3:48][O:49][CH2:50][CH2:51][O:52][CH3:53].[K+:45].[K+:46].[OH2:47]>>[c:2]1(-[c:30]2[cH:29][cH:28][c:26]3[c:25]([s:24][c:23]([NH:22][CH3:21])[n:27]3)[cH:31]2)[cH:3][c:4]([NH:9][S:10](=[O:11])(=[O:12])[c:13]2[c:14]([Cl:20])[cH:15][cH:16][cH:17][c:18]2[CH3:19])[c:5]([Cl:8])[n:6][cH:7]1. Reactants: C(C1=CC=CC=C1)[C@@H]1C(N[C@@H](C(NCC(O[C@@H](CC(N[C@@H](C(N1)=O)C)=O)\C=C\CCSC(C1=CC=CC=C1)(C1=CC=CC=C1)C1=CC=CC=C1)=O)=O)C(C)C)=O ((6R,9R,12R,16S)-9-Benzyl-6-isopropyl-12-methyl-16-((E)-4-tritylsulfanyl-but-1-enyl)-1-oxa-4,7,10,13-tetraaza-cyclohexadecane-2,5,8,11,14-pentaone), [SiH](CC)(CC)CC (Et3SiH), C(=O)(C(F)(F)F)O (TFA), C(C1=CC=CC=C1)[C@@H]1C(N[C@@H](C(NCC(O[C@@H](CC(N[C@@H](C(N1)=O)C)=O)\C=C\CCS)=O)=O)C(C)C)=O ((6R,9R,12R,16S)-9-Benzyl-6-isopropyl-16-((E)-4-mercapto-but-1-enyl)-12-methyl-1-oxa-4,7,10,13-tetraaza-cyclohexadecane-2,5,8,11,14-pentaone), CCN(C(C)C)C(C)C (DIPEA), C(=O)(C)Cl (AcCl). Run in C(Cl)Cl (CH2Cl2), C(Cl)Cl (CH2Cl2). Run at time 30 minute. Yields the product C(C1=CC=CC=C1)[C@@H]1C(N[C@@H](C(NCC(O[C@@H](CC(N[C@@H](C(N1)=O)C)=O)/C=C/CCSC(C)=O)=O)=O)C(C)C)=O (Thioacetic acid S-[(E)-4-((6R,9R,12R,16S)-9-benzyl-6-isopropyl-12-methyl-2,5,8,11,14-pentaoxo-1-oxa-4,7,10,13-tetraaza-cyclohexadec-16-yl)-but-3-enyl]ester). Isolated yield 45.0%. Reaction SMILES: [CH2:1]([C@H:8]1[NH:23][C:22](=[O:24])[C@@H:21]([CH3:25])[NH:20][C:19](=[O:26])[CH2:18][C@@H:17](/[CH:27]=[CH:28]/[CH2:29][CH2:30][S:31][C:32](C2C=CC=CC=2)([C:39]2C=CC=CC=2)C2C=CC=CC=2)[O:16][C:15](=[O:51])[CH2:14][NH:13][C:12](=[O:52])[C@@H:11]([CH:53]([CH3:55])[CH3:54])[NH:10][C:9]1=[O:56])[C:2]1[CH:7]=[CH:6][CH:5]=[CH:4][CH:3]=1.[SiH](CC)(CC)CC.C(O)(C(F)(F)F)=[O:65].C([C@H]1NC(=O)[C@@H](C)NC(=O)C[C@@H](/C=C/CCS)OC(=O)CNC(=O)[C@@H](C(C)C)NC1=O)C1C=CC=CC=1.CCN(C(C)C)C(C)C.C(Cl)(C)=O>C(Cl)Cl>[CH2:1]([C@H:8]1[NH:23][C:22](=[O:24])[C@@H:21]([CH3:25])[NH:20][C:19](=[O:26])[CH2:18][C@@H:17](/[CH:27]=[CH:28]/[CH2:29][CH2:30][S:31][C:32](=[O:65])[CH3:39])[O:16][C:15](=[O:51])[CH2:14][NH:13][C:12](=[O:52])[C@@H:11]([CH:53]([CH3:54])[CH3:55])[NH:10][C:9]1=[O:56])[C:2]1[CH:3]=[CH:4][CH:5]=[CH:6][CH:7]=1. Procedure details: To a stirred solution of 15 (15 mg, 19 μmol) in CH2Cl2 (0.8 mL) was added Et3SiH (16 μL, 0.1 mmol) and TFA (0.2 mL). After stirring at room temperature for 30 minutes under an inert atmosphere, the reaction mixture was concentrated and the residue dried by high vacuum. Without further purification, the crude thiol 16 was used in next step. At 0° C., to a stirred solution of thiol 16 in CH2Cl2 (0.3 mL) was added DIPEA (17 μL, 0.1 mmol) and AcCl (2 μL, 28 □mol). After 30 minutes the reaction mixtu...